This data is from the Open Reaction Database (ORD), a public repository of structured organic reaction records. The task is: describe an organic reaction: reactants, conditions, products, and yield The reactants are C1CCOC1, CCOC(C)=O, [Cl-], CC(C)[Si](Cl)(C(C)C)C(C)C, [H-], [NH4+], [Na+], O=C(Cc1ccccc1)c1ccc(O)cc1. Yields the product CC(C)[Si](Oc1ccc(C(=O)Cc2ccccc2)cc1)(C(C)C)C(C)C. RXN SMILES: [CH2:38]1[O:39][CH2:40][CH2:41][CH2:42]1.[CH3:32][CH2:33][O:34][C:35](=[O:36])[CH3:37].[Cl-:30].[Cl:19][Si:20]([CH:21]([CH3:22])[CH3:23])([CH:24]([CH3:25])[CH3:26])[CH:27]([CH3:28])[CH3:29].[H-:1].[NH4+:31].[Na+:2].[OH:3][c:4]1[cH:5][cH:6][c:7]([C:10]([CH2:11][c:12]2[cH:13][cH:14][cH:15][cH:16][cH:17]2)=[O:18])[cH:8][cH:9]1>>[O:3]([c:4]1[cH:5][cH:6][c:7]([C:10]([CH2:11][c:12]2[cH:13][cH:14][cH:15][cH:16][cH:17]2)=[O:18])[cH:8][cH:9]1)[Si:20]([CH:21]([CH3:22])[CH3:23])([CH:24]([CH3:25])[CH3:26])[CH:27]([CH3:28])[CH3:29]. Reactants: OO (Hydrogen peroxide), NC1=C(C(=C(N1C1=C(C=C(C=C1Cl)C(F)(F)F)Cl)C#N)C#N)SC(F)(F)F (5-amino-1-(2,6-dichloro-4-trifluoromethylphenyl)-2,3-dicyano-4-trifluoromethylthiopyrrole), OO (hydrogen peroxide), C(Cl)Cl (methylene chloride), O (water). Run in FC(C(=O)O)(F)F (trifluoroacetic acid). Reaction conditions: temperature 20 celsius, time 0.75 hour. The product is NC1=C(C(=C(N1C1=C(C=C(C=C1Cl)C(F)(F)F)Cl)C#N)C#N)S(=O)C(F)(F)F (5-Amino-1-(2,6-dichloro-4-trifluoromethylphenyl)-2,3-dicyano-4-trifluoromethylsulfinylpyrrole). Yield: 33.7%. As a reaction SMILES: [OH:1]O.[NH2:3][C:4]1[N:8]([C:9]2[C:14]([Cl:15])=[CH:13][C:12]([C:16]([F:19])([F:18])[F:17])=[CH:11][C:10]=2[Cl:20])[C:7]([C:21]#[N:22])=[C:6]([C:23]#[N:24])[C:5]=1[S:25][C:26]([F:29])([F:28])[F:27].C(Cl)Cl.O>FC(F)(F)C(O)=O>[NH2:3][C:4]1[N:8]([C:9]2[C:14]([Cl:15])=[CH:13][C:12]([C:16]([F:17])([F:18])[F:19])=[CH:11][C:10]=2[Cl:20])[C:7]([C:21]#[N:22])=[C:6]([C:23]#[N:24])[C:5]=1[S:25]([C:26]([F:29])([F:28])[F:27])=[O:1]. Procedure details: Hydrogen peroxide (278 mg, 35%, 2.9 mmol) was added to solution of 5-amino-1-(2,6-dichloro-4-trifluoromethylphenyl)-2,3-dicyano-4-trifluoromethylthiopyrrole (850 mg, 1.9 mmol) in trifluoroacetic acid (10 ml). The resulting solution was stirred at 20° C. for 0.75 hour. Another portion of hydrogen peroxide ( 0.97 mmol) was added and the mixture stirred at 20° C. for a further hour. The reaction mixture was poured into methylene chloride (60 ml) and water (60 ml) and the organic layer washed with w... Starting materials: [Cl-].[Li+] (lithium chloride), CS(=O)(=O)OC(CCCCC)CCCCC (6-methanesulfonyloxyundecane), O (water). The solvent is CN(C=O)C (N,N-dimethylformamide). Conditions: temperature 15 celsius, time 3 hour. The product is ClC(CCCCC)CCCCC (6-chloroundecane). Yield: 97.0%. Reaction SMILES: CS(O[CH:6]([CH2:12][CH2:13][CH2:14][CH2:15][CH3:16])[CH2:7][CH2:8][CH2:9][CH2:10][CH3:11])(=O)=O.[Cl-:17].[Li+].O>CN(C)C=O>[Cl:17][CH:6]([CH2:12][CH2:13][CH2:14][CH2:15][CH3:16])[CH2:7][CH2:8][CH2:9][CH2:10][CH3:11] |f:1.2|. Procedure details: Thirty grams (0.12 mol) of 6-methanesulfonyloxyundecane was dissolved in 150 mL of N,N-dimethylformamide and 15.3 g (0.36 mol) of anhydrous lithium chloride was added to the solution under cooling with ice. The mixture was warmed to 50˜55° C. and stirred for 3 hours. Thereafter, the mixture was cooled to 15° C. and 300 mL of cold water was added. The reaction mixture was extracted three times with 150 mL of hexane and the organic layer was sequentially washed with 150 mL of water and 150 mL of a... Reaction SMILES: [F:1][C:2]1[CH:7]=[CH:6][C:5]([C@:8]2([CH2:32][CH2:33][CH2:34][OH:35])[O:13][C:12](=[O:14])[N:11]([C@H:15]([C:17]3[CH:22]=[CH:21][C:20](B4OC(C)(C)C(C)(C)O4)=[CH:19][CH:18]=3)[CH3:16])[CH2:10][CH2:9]2)=[CH:4][CH:3]=1.Br[C:37]1[CH:42]=[C:41]([CH3:43])[N+:40]([O-])=[C:39]([CH3:45])[CH:38]=1.C(BC(C(C)C)C)(C(C)C)C>>[CH3:43][C:41]1[CH:42]=[C:37]([C:20]2[CH:19]=[CH:18][C:17]([C@@H:15]([N:11]3[CH2:10][CH2:9][C@@:8]([C:5]4[CH:4]=[CH:3][C:2]([F:1])=[CH:7][CH:6]=4)([CH2:32][CH2:33][CH2:34][OH:35])[O:13][C:12]3=[O:14])[CH3:16])=[CH:22][CH:21]=2)[CH:38]=[C:39]([CH3:45])[N:40]=1. Procedure details: The title compound was prepared from (R)-6-(4-fluorophenyl)-6-(3-hydroxypropyl)-3-((S)-1-(4-(4,4,5,5-tetramethyl-1,3,2-dioxaborolan-2-yl)phenyl)ethyl)-1,3-oxazinan-2-one and 4-bromo-2,6-dimethylpyridine-N-oxide using a procedure analogous to that described in Example 14, followed by treatment with disiamyl borane. LC-MS Method 1 tR=1.1 min, m/z=463 (M+1); 1H NMR (CDCl3) 7.50 (s, 2H), 7.45 (d, 1H), 7.25 (m, 3H), 7.17-6.99 (m, 4H), 5.73 (q, 1H), 4.28 (t, 1H), 3.04 (m, 1H), 2.82 (s, 6H), 2.31 (m, 3... Product: CC1=NC(=CC(=C1)C1=CC=C(C=C1)[C@H](C)N1C(O[C@@](CC1)(CCCO)C1=CC=C(C=C1)F)=O)C ((R)-3-((S)-1-(4-(2,6-dimethylpyridin-4-yl)phenyl)ethyl)-6-(4-fluorophenyl)-6-(3-hydroxypropyl)-1,3-oxazinan-2-one). Reactants: FC1=CC=C(C=C1)[C@]1(CCN(C(O1)=O)[C@@H](C)C1=CC=C(C=C1)B1OC(C(O1)(C)C)(C)C)CCCO ((R)-6-(4-fluorophenyl)-6-(3-hydroxypropyl)-3-((S)-1-(4-(4,4,5,5-tetramethyl-1,3,2-dioxaborolan-2-yl)phenyl)ethyl)-1,3-oxazinan-2-one), BrC1=CC(=[N+](C(=C1)C)[O-])C (4-bromo-2,6-dimethylpyridine-N-oxide), C(C)(C(C)C)BC(C)C(C)C (disiamyl borane).